From a dataset of the Open Reaction Database (ORD), a public repository of structured organic reaction records. describe an organic reaction: reactants, conditions, products, and yield The reactants are ClC=1C=CC2=C(N(C(S2)=O)CC(=O)N2CCC(CC2)O)C1 (5-chloro-3-(4-hydroxypiperidinocarbonylmetyl)benzothiazolin-2-one), C1(\C=C/C(=O)O1)=O (maleic anhydride). The solvent is N1=CC=CC=C1 (pyridine), O1CCCC1 (tetrahydrofuran), O1CCCC1 (tetrahydrofuran). Conditions: time 8 hour. The product is ClC=1C=CC2=C(N(C(S2)=O)CC(=O)N2CCC(CC2)OC(=O)C=CC(=O)O)C1 (3-[1-(5-chloro-2-oxobenzothiazolin-3-yl-acetyl)piperidin-4-yl-oxycarbonyl]acrylic acid). Yield: 50.5%. RXN SMILES: [Cl:1][C:2]1[CH:3]=[CH:4][C:5]2[S:9][C:8](=[O:10])[N:7]([CH2:11][C:12]([N:14]3[CH2:19][CH2:18][CH:17]([OH:20])[CH2:16][CH2:15]3)=[O:13])[C:6]=2[CH:21]=1.[C:22]1(=[O:28])[O:27][C:25](=[O:26])[CH:24]=[CH:23]1>N1C=CC=CC=1.O1CCCC1>[Cl:1][C:2]1[CH:3]=[CH:4][C:5]2[S:9][C:8](=[O:10])[N:7]([CH2:11][C:12]([N:14]3[CH2:15][CH2:16][CH:17]([O:20][C:22]([CH:23]=[CH:24][C:25]([OH:27])=[O:26])=[O:28])[CH2:18][CH2:19]3)=[O:13])[C:6]=2[CH:21]=1. Procedure details: A solution of 5-chloro-3-(4-hydroxypiperidinocarbonylmetyl)benzothiazolin-2-one (3.2 g) in dry pyridine (2.5 ml) and dry tetrahydrofuran (50 ml) was cooled, to which a solution of maleic anhydride (1.0 g) in dry tetrahydrofuran (5 ml) was gradually dropwise added under stirring. The mixture was refluxed for two hours and then left overnight. The solvent was evaporated off under vacuum from the reaction mixture, and the residue was dissolved in 5% aqueous sodium bicarbonate (20 ml). The solution ... Reactants: CC1(C2=C3C(C(C=4C=5N3C=3C1=CC(=CC3C(C5C=CC4)(C)C)B4OC(C(O4)(C)C)(C)C)(C)C)=CC=C2)C (4,4,8,8,12,12-hexamethyl-2-(4,4,5,5-tetramethyl-1,3,2-dioxaborolan-2-yl)-8,12-dihydro-4H-benzo[1,9]quinolizino[3,4,5,6,7-defg]acridine), BrN1C(CCC1=O)=O (N-bromosuccinimide). Solvent: C(Cl)(Cl)Cl (CHCl3). Conditions: time 8 hour. Product: BrC1=CC=2C(C=3C=CC=C4C3N3C2C(=C1)C(C1=C3C(C4(C)C)=CC(=C1)B1OC(C(O1)(C)C)(C)C)(C)C)(C)C (2-bromo-4,4,8,8,12,12-hexamethyl-6-(4,4,5,5-tetramethyl-1,3,2-dioxaborolan-2-yl)-8,12-dihydro-4H-benzo[1,9]quinolizino[3,4,5,6,7-defg]acridine). Isolated yield 76.8%. As a reaction SMILES: [CH3:1][C:2]1([CH3:37])[C:11]2=[CH:12][C:13]([B:23]3[O:27][C:26]([CH3:29])([CH3:28])[C:25]([CH3:31])([CH3:30])[O:24]3)=[CH:14][C:15]3[C:16]([CH3:22])([CH3:21])[C:17]4[CH:18]=[CH:19][CH:20]=[C:7]5[C:8]=4[N:9]([C:10]=32)[C:4]2[C:5](=[CH:34][CH:35]=[CH:36][C:3]1=2)[C:6]5([CH3:33])[CH3:32].[Br:38]N1C(=O)CCC1=O>C(Cl)(Cl)Cl>[Br:38][C:19]1[CH:18]=[C:17]2[C:16]([CH3:21])([CH3:22])[C:15]3[CH:14]=[C:13]([B:23]4[O:24][C:25]([CH3:31])([CH3:30])[C:26]([CH3:29])([CH3:28])[O:27]4)[CH:12]=[C:11]4[C:2]([CH3:37])([CH3:1])[C:3]5[C:4]6[N:9]([C:10]=34)[C:8]2=[C:7]([C:6]([CH3:33])([CH3:32])[C:5]=6[CH:34]=[CH:35][CH:36]=5)[CH:20]=1. Procedure: To a solution of 4,4,8,8,12,12-hexamethyl-2-(4,4,5,5-tetramethyl-1,3,2-dioxaborolan-2-yl)-8,12-dihydro-4H-benzo[1,9]quinolizino[3,4,5,6,7-defg]acridine (2.10 g, 4.27 mmol) in CHCl3 (77 mL) at 0° C. was added N-bromosuccinimide (0.761 g, 4.27 mmol) over a period of 20 min. While warming up to room temperature, the resulting solution was stirred in the absence of light overnight. The reaction was quenched with a saturated aqueous solution of Na2S2O3. The resulting mixture was extracted with CH2Cl2... Starting materials: CC(C)(C)OC(=O)N1CC=C(c2cc3c(Cl)ncnc3[nH]2)CC1, O=C([O-])O, CC(C)(C)OC(=O)OC(=O)OC(C)(C)C, CCOC(C)=O, CN(C)C=O, CN1CCC(c2cc(N)ccc2F)CC1, [Na+], O=C(O)C(F)(F)F. Yields the product CN1CCC(c2cc(Nc3ncnc4[nH]c(C5=CCN(C(=O)OC(C)(C)C)CC5)cc34)ccc2F)CC1. RXN SMILES: [C:1]([CH3:2])([CH3:3])([CH3:4])[O:5][C:6](=[O:7])[N:8]1[CH2:9][CH2:10][C:11]([c:14]2[cH:15][c:16]3[c:17]([n:18][cH:19][n:20][c:21]3[Cl:22])[nH:23]2)=[CH:12][CH2:13]1.[C:46](=[O:47])([OH:48])[O-:49].[C:51]([O:52][C:53]([O:54][C:55]([O:56][C:57]([CH3:58])([CH3:59])[CH3:60])=[O:61])=[O:62])([CH3:63])([CH3:64])[CH3:65].[CH3:66][CH2:67][O:68][C:69]([CH3:70])=[O:71].[CH3:72][N:73]([CH3:74])[CH:75]=[O:76].[F:24][c:25]1[c:26]([CH:32]2[CH2:33][CH2:34][N:35]([CH3:38])[CH2:36][CH2:37]2)[cH:27][c:28]([NH2:31])[cH:29][cH:30]1.[Na+:50].[OH:39][C:40]([C:41]([F:42])([F:43])[F:44])=[O:45]>>[C:1]([CH3:2])([CH3:3])([CH3:4])[O:5][C:6](=[O:7])[N:8]1[CH2:9][CH2:10][C:11]([c:14]2[cH:15][c:16]3[c:17]([n:18][cH:19][n:20][c:21]3[NH:31][c:28]3[cH:27][c:26]([CH:32]4[CH2:33][CH2:34][N:35]([CH3:38])[CH2:36][CH2:37]4)[c:25]([F:24])[cH:30][cH:29]3)[nH:23]2)=[CH:12][CH2:13]1. Reactants: Cl.C1NCCC2=C1SC1=C2C=CC=C1 (3,4-dihydro-1H-benzo[4,5]thieno[2,3-c]pyridine hydrochloride), O (water), C([O-])([O-])=O.[K+].[K+] (potassium carbonate), di-t-butyl bicarbonate. The solvent is C(Cl)(Cl)Cl (chloroform), CO (methanol). Reaction conditions: temperature 0 celsius, time 8 hour. The product is C(C)(C)(C)OC(=O)N1CC2=C(CC1)C1=C(S2)C=CC=C1 (2-t-Butoxycarbonyl-3,4-dihydro-1H-benzo[4,5]thieno[2,3-c]pyridine). The yield is 80.0%. RXN SMILES: Cl.[CH2:2]1[C:7]2[S:8][C:9]3[CH:14]=[CH:13][CH:12]=[CH:11][C:10]=3[C:6]=2[CH2:5][CH2:4][NH:3]1.[C:15](=[O:18])([O-])[O-:16].[K+].[K+].O>C(Cl)(Cl)Cl.CO>[C:6]([O:16][C:15]([N:3]1[CH2:4][CH2:5][C:6]2[C:10]3[CH:11]=[CH:12][CH:13]=[CH:14][C:9]=3[S:8][C:7]=2[CH2:2]1)=[O:18])([CH3:10])([CH3:7])[CH3:5] |f:0.1,2.3.4|. Procedure details: A 2.00 g (8.86 mmol) portion of 3,4-dihydro-1H-benzo[4,5]thieno[2,3-c]pyridine hydrochloride was dissolved in a mixed solvent of 70 ml chloroform and 10 ml methanol, and the solution was mixed with 3.67 g (26.58 mmol) of potassium carbonate and cooled to 0° C. This was mixed with 2.24 ml (9.75 mmol) of di-t-butyl bicarbonate and stirred overnight at room temperature. The reaction solution was poured into ice-cooled water and extracted with chloroform. The extract was washed with water and dried ... Starting materials: [C-]#N.[K+] (KCN), C1COCCOCCOCCOCCOCCO1 (18-crown-6), C(=O)(OC(C)(C)C)N1C(N=CC(=C1)CN)S(=O)(=O)C (N-Boc-5-aminomethyl-2-methylsulfonylpyrimidine). Solvent: CN(C)C=O (DMF). Conditions: temperature 60 celsius, time 4 hour. The product is C(=O)(OC(C)(C)C)N1C(N=CC(=C1)CN)C#N (N-Boc-5-aminomethyl-2-cyanopyrimidine). Isolated yield 46.0%. As a reaction SMILES: [C:1]([N:8]1[CH:13]=[C:12]([CH2:14][NH2:15])[CH:11]=[N:10][CH:9]1S(C)(=O)=O)([O:3][C:4]([CH3:7])([CH3:6])[CH3:5])=[O:2].[C-:20]#[N:21].[K+].C1OCCOCCOCCOCCOCCOC1>CN(C=O)C>[C:1]([N:8]1[CH:13]=[C:12]([CH2:14][NH2:15])[CH:11]=[N:10][CH:9]1[C:20]#[N:21])([O:3][C:4]([CH3:7])([CH3:6])[CH3:5])=[O:2] |f:1.2|. Procedure: 1 Eq. of N-Boc-5-aminomethyl-2-methylsulfonylpyrimidine was dissolved in DMF and introduced into a reflux apparatus. After addition of 2 eq. of KCN and catalytic amounts of 18-crown-6, the reaction mixture was stirred at 60° C. for 4 h. The suspension was then concentrated and poured into 200 ml of water. The precipitated solid was filtered off with suction and dissolved in ethyl acetate. The solution was washed with water and saturated NaCl solution, dried and evaporated in a rotary evaporator.... Starting materials: [Li]CCCC, COC1=CC(=O)C2(CC1)CO2, CCOCC, Cc1ccccc1, [Cl-], [NH4+], C#CCCCc1ccccc1. The product is COC1=CC(O)(C=CCCCc2ccccc2)C2(CC1)CO2. As a reaction SMILES: [CH2:1]([Li:2])[CH2:3][CH2:4][CH3:5].[CH3:17][O:18][C:19]1=[CH:20][C:21](=[O:27])[C:22]2([CH2:23][O:24]2)[CH2:25][CH2:26]1.[CH3:30][CH2:31][O:32][CH2:33][CH3:34].[CH3:35][c:36]1[cH:37][cH:38][cH:39][cH:40][cH:41]1.[Cl-:28].[NH4+:29].[c:6]1([CH2:12][CH2:13][CH2:14][C:15]#[CH:16])[cH:7][cH:8][cH:9][cH:10][cH:11]1>>[c:6]1([CH2:12][CH2:13][CH2:14][CH:15]=[CH:16][C:21]2([OH:27])[CH:20]=[C:19]([O:18][CH3:17])[CH2:26][CH2:25][C:22]23[CH2:23][O:24]3)[cH:7][cH:8][cH:9][cH:10][cH:11]1.